The task is: describe an organic reaction: reactants, conditions, products, and yield. This data is from the Open Reaction Database (ORD), a public repository of structured organic reaction records. Starting materials: O1CCC(CC1)C=1C(=NC=CN1)OC1=CC=C(N)C=C1 (4-(3-(tetrahydro-2H-pyran-4-yl)pyrazin-2-yloxy)aniline), BrC1=NC=C(C=C1)C (2-bromo-5-methylpyridine), CC(C)([O-])C.[Na+] (sodium tert-butoxide). The reagents and catalysts are CC(C)C1=CC(=C(C(=C1)C(C)C)C2=C(C=CC(=C2P(C3CCCCC3)C4CCCCC4)OC)OC)C(C)C.C1=CC=C([C-]=C1)CCN.Cl[Pd+] (BrettPHOS precatalyst). Reaction conditions: temperature 90 celsius, time 8 hour. Yields the product CC=1C=CC(=NC1)NC1=CC=C(C=C1)OC1=NC=CN=C1C1CCOCC1 (5-methyl-N-(4-(3-(tetrahydro-2H-pyran-4-yl)pyrazin-2-yloxy)phenyl)pyridin-2-amine). Reaction SMILES: [O:1]1[CH2:6][CH2:5][CH:4]([C:7]2[C:8]([O:13][C:14]3[CH:20]=[CH:19][C:17]([NH2:18])=[CH:16][CH:15]=3)=[N:9][CH:10]=[CH:11][N:12]=2)[CH2:3][CH2:2]1.Br[C:22]1[CH:27]=[CH:26][C:25]([CH3:28])=[CH:24][N:23]=1.CC(C)([O-])C.[Na+]>CC(C1C=C(C(C)C)C(C2C(P(C3CCCCC3)C3CCCCC3)=C(OC)C=CC=2OC)=C(C(C)C)C=1)C.C1C=[C-]C(CCN)=CC=1.Cl[Pd+]>[CH3:28][C:25]1[CH:26]=[CH:27][C:22]([NH:18][C:17]2[CH:19]=[CH:20][C:14]([O:13][C:8]3[C:7]([CH:4]4[CH2:3][CH2:2][O:1][CH2:6][CH2:5]4)=[N:12][CH:11]=[CH:10][N:9]=3)=[CH:15][CH:16]=2)=[N:23][CH:24]=1 |f:2.3,4.5.6|. Procedure: A glass microwave reaction vessel was charged with 4-(3-(tetrahydro-2H-pyran-4-yl)pyrazin-2-yloxy)aniline (0.251 g, 0.925 mmol), 2-bromo-5-methylpyridine (0.133 g, 0.7708 mmol), BrettPHOS precatalyst (0.012 g, 0.015 mmol), and sodium tert-butoxide (0.185 g, 1.927 mmol). The flask was placed under vacuum then flushed with argon. Dioxane (2.57 mL) was added and the reaction was heated to 90° C. to stir overnight. The crude product was adsorbed onto a plug of silica gel and chromatographed to provi...